Dataset: the Open Reaction Database (ORD), a public repository of structured organic reaction records. Task: describe an organic reaction: reactants, conditions, products, and yield The reactants are O=C(O)c1ccccc1Cl, Cc1cccc(-c2sc(C)nc2C(=O)N2CC3CC3C2CN)c1. Product: Cc1cccc(-c2sc(C)nc2C(=O)N2CC3CC3C2CNC(=O)c2ccccc2Cl)c1. RXN SMILES: [Cl:24][c:25]1[c:26]([C:27](=[O:28])[OH:29])[cH:30][cH:31][cH:32][cH:33]1.[NH2:1][CH2:2][CH:3]1[CH:4]2[CH2:5][CH:6]2[CH2:7][N:8]1[C:9](=[O:10])[c:11]1[n:12][c:13]([CH3:23])[s:14][c:15]1-[c:16]1[cH:17][c:18]([CH3:22])[cH:19][cH:20][cH:21]1>>[NH:1]([CH2:2][CH:3]1[CH:4]2[CH2:5][CH:6]2[CH2:7][N:8]1[C:9](=[O:10])[c:11]1[n:12][c:13]([CH3:23])[s:14][c:15]1-[c:16]1[cH:17][c:18]([CH3:22])[cH:19][cH:20][cH:21]1)[C:27]([c:26]1[c:25]([Cl:24])[cH:33][cH:32][cH:31][cH:30]1)=[O:28].